This data is from the Open Reaction Database (ORD), a public repository of structured organic reaction records. The task is: describe an organic reaction: reactants, conditions, products, and yield Reactants: [N+](=O)([O-])C1=CC=C2CCCC(C2=C1)=O (7-Nitrotetralone), O1CCCC1 (tetrahydrofuran). Reagents/catalysts: [Pd] (Pd/C). Solvent: CO (methanol). Product: NC1=CC=C2CCCC(C2=C1)=O (7-Amino-1-tetralone). Isolated yield 100.0%. RXN SMILES: [N+:1]([C:4]1[CH:13]=[C:12]2[C:7]([CH2:8][CH2:9][CH2:10][C:11]2=[O:14])=[CH:6][CH:5]=1)([O-])=O.O1CCCC1>CO.[Pd]>[NH2:1][C:4]1[CH:13]=[C:12]2[C:7]([CH2:8][CH2:9][CH2:10][C:11]2=[O:14])=[CH:6][CH:5]=1. Procedure: 7-Nitrotetralone (2.5 g, 13 mmol) was suspended in 50 mL of methanol and complete dissolution achieved by the addition of 10 mL of tetrahydrofuran. The solution was hydrogenated at room temperature and 20-30 psi over 100 mg of 10% Pd/C for 2 hours. The mixture was filtered through Celite, washed with methanol and evaporated to dryness under vacuum to afford 2.1 g (13 mmol, 100%) of the product. 1H NMR (300MHz, CDCl3): 2.09 (m,2H), 2.60 (t,6Hz,2H), 2.84 (t,6Hz,2H), 6.83 (m,1H), 7.06 (d,8Hz,1H), 7... The reactants are C(CC)(=O)Cl (propionyl chloride), Cl.NO (hydroxylamine hydrochloride), C(C)(C)N(C(C)C)CC (N,N-diisopropylethylamine), C(#N)C=1C=C(C=CC1)N1C(C2=C(N3CCC[C@H]3C1)N=C(N=C2)SC)=O ((S)-5-(3-Cyanophenyl)-9-methylthio-1,2,3,3a,4,5-hexahydro-5,8,10,10b-tetraazabenzo[e]azulen-6-one). Solvent: C(C)O (ethanol), C(C)(=O)OCC (ethyl acetate). Run at temperature 70 celsius, time 3 hour. Product: C(C)C1=NC(=NO1)C=1C=C(C=CC1)N1C(C2=C(N3CCC[C@H]3C1)N=C(N=C2)SC)=O ((S)-5-[3-(5-ethyl-1,2,4-oxadiazol-3-yl)phenyl]-9-methylthio-1,2,3,3a,4,5-hexahydro-5,8,10,10b-tetraazabenzo[e]azulen-6-one). The yield is 69.8%. RXN SMILES: [C:1]([C:3]1[CH:4]=[C:5]([N:9]2[CH2:18][C@H:17]3[N:13]([CH2:14][CH2:15][CH2:16]3)[C:12]3[N:19]=[C:20]([S:23][CH3:24])[N:21]=[CH:22][C:11]=3[C:10]2=[O:25])[CH:6]=[CH:7][CH:8]=1)#[N:2].Cl.[NH2:27][OH:28].[CH:29](N(CC)C(C)C)([CH3:31])[CH3:30].C(Cl)(=O)CC>C(O)C.C(OCC)(=O)C>[CH2:29]([C:31]1[O:28][N:27]=[C:1]([C:3]2[CH:4]=[C:5]([N:9]3[CH2:18][C@H:17]4[N:13]([CH2:14][CH2:15][CH2:16]4)[C:12]4[N:19]=[C:20]([S:23][CH3:24])[N:21]=[CH:22][C:11]=4[C:10]3=[O:25])[CH:6]=[CH:7][CH:8]=2)[N:2]=1)[CH3:30] |f:1.2|. Procedure: (S)-5-(3-Cyanophenyl)-9-methylthio-1,2,3,3a,4,5-hexahydro-5,8,10,10b-tetraazabenzo[e]azulen-6-one (300 mg, 0.854 mmol) obtained in Step 1 was dissolved in ethanol (10 mL), and the mixture was stirred at 70° C. for 3 hours after adding hydroxylamine hydrochloride (65.0 mg, 0.939 mmol) and N,N-diisopropylethylamine (0.164 mL, 0.939 mmol). The mixture was concentrated, diluted with chloroform, and washed with water and saturated brine. The organic layer was dried over anhydrous magnesium sulfate an... The reactants are ClC1=CC(=CC=C1)C(=O)OO (m-chloroperbenzoic acid), 43(ii), CS(=O)(=O)C1=CC=C(C(CC(C(=O)OC)C(=O)C)=O)C=C1 (Methyl 2-(4-methylsulfonylphenacyl)acetoacetate), methyl 2-(4-methylthiophenacyl) acetoacetate, S(=S)(=O)([O-])[O-].[Na+].[Na+] (sodium thiosulfate). Solvent: C(Cl)Cl (methylene chloride). Reaction conditions: time 1 hour. The product is CC1=CC=C(C(CC(C(=O)OC)C(=O)C)=S)C=C1 (Methyl 2-(4-methylthiophenacyl)acetoacetate). Yield: 74.0%. As a reaction SMILES: CS(C1C=CC([C:9](=O)[CH2:10][CH:11]([C:16]([CH3:18])=[O:17])[C:12]([O:14][CH3:15])=[O:13])=CC=1)(=O)=O.Cl[C:23]1[CH:28]=[CH:27][CH:26]=[C:25]([C:29](OO)=O)[CH:24]=1.[S:33]([O-])([O-])(=O)=S.[Na+].[Na+]>C(Cl)Cl>[CH3:29][C:25]1[CH:24]=[CH:23][C:28]([C:9](=[S:33])[CH2:10][CH:11]([C:16]([CH3:18])=[O:17])[C:12]([O:14][CH3:15])=[O:13])=[CH:27][CH:26]=1 |f:2.3.4|. Procedure: 43(ii) Methyl 2-(4-methylsulfonylphenacyl)acetoacetate 4.42 g (15.8 mmol) of methyl 2-(4-methylthiophenacyl) acetoacetate [prepared as described in step (i) above] were dissolved in 150 ml of methylene chloride, and 7.77 g (31.5 mmol) of 70% m-chloroperbenzoic acid were added to the resulting solution, whilst ice-cooling. The mixture was then stirred at room temperature for 1 hour. 30 ml of a 10% w/v aqueous solution of sodium thiosulfate were added to the mixture, and the mixture was vigorously... Starting materials: C1(=CC=C(C=C1)CN)C1=CC=CC=C1 ([1,1′-biphenyl]-4-ylmethanamine), COC1=C(C=O)C(=CC=C1)OC (2,6-dimethoxybenzaldehyde). Product: C1(=CC=C(C=C1)CN1C(CCCC1C1=C(C=CC=C1OC)OC)=O)C1=CC=CC=C1 (1-([1,1′-biphenyl]-4-ylmethyl)-6-(2,6-dimethoxyphenyl)piperidin-2-one). RXN SMILES: [C:1]1([C:9]2[CH:14]=[CH:13][CH:12]=[CH:11][CH:10]=2)[CH:6]=[CH:5][C:4]([CH2:7][NH2:8])=[CH:3][CH:2]=1.[CH3:15][O:16][C:17]1[CH:24]=[CH:23][CH:22]=[C:21]([O:25][CH3:26])[C:18]=1[CH:19]=O>>[C:1]1([C:9]2[CH:10]=[CH:11][CH:12]=[CH:13][CH:14]=2)[CH:2]=[CH:3][C:4]([CH2:7][N:8]2[CH:19]([C:18]3[C:17]([O:16][CH3:15])=[CH:24][CH:23]=[CH:22][C:21]=3[O:25][CH3:26])[CH2:22][CH2:21][CH2:18][C:17]2=[O:16])=[CH:5][CH:6]=1. Procedure: Prepared according to the described general procedure 6 (GP6) with commercially available [1,1′-biphenyl]-4-ylmethanamine and commercially available 2,6-dimethoxybenzaldehyde. Subsequent purification by preparative HPLC afforded the target compound. LC-MS (conditions E): tR=0.84 min.; [M+H]+: 401.85 g/mol. Reactants: FC=1C=CC2=C(C(CO2)CCCO)C1 (3-(2,3-Dihydro-5-fluoro-benzofuran-3-yl)-1-propanol), CN(C=O)C (dimethyl formamide), S(=O)(Cl)Cl (thionyl chloride). Solvent: ClCCl (dichloromethane). Conditions: time 3 hour. The product is ClCCCC1COC2=C1C=C(C=C2)F (3-(3-chloro-1-propyl)-2,3-dihydro-5-fluoro-benzofuran). Reaction SMILES: [F:1][C:2]1[CH:3]=[CH:4][C:5]2[O:9][CH2:8][CH:7]([CH2:10][CH2:11][CH2:12]O)[C:6]=2[CH:14]=1.CN(C)C=O.S(Cl)([Cl:22])=O>ClCCl>[Cl:22][CH2:12][CH2:11][CH2:10][CH:7]1[C:6]2[CH:14]=[C:2]([F:1])[CH:3]=[CH:4][C:5]=2[O:9][CH2:8]1. Procedure details: 3-(2,3-Dihydro-5-fluoro-benzofuran-3-yl)-1-propanol, prepared as described in EXAMPLE 11, (51 g) was dissolved in 300 ml of dichloromethane and 0.5 ml of dimethyl formamide was added. During 20 min 50 ml of thionyl chloride was added dropwise followed by stirring for 3 h. Ice cold water was added, the organic phase separated, dried over magnesium sulfate and concentrated in vacuo giving 46 g of 3-(3-chloro-1-propyl)-2,3-dihydro-5-fluoro-benzofuran as an oil.